This data is from the Open Reaction Database (ORD), a public repository of structured organic reaction records. The task is: describe an organic reaction: reactants, conditions, products, and yield The reactants are NC1=C(C(=O)N)C=C(C=C1)CN1CCOCC1 (2-amino-5-morpholin-4-ylmethyl-benzamide), CC1=NC=CC(=C1)C=O (2-methyl-pyridine-4-carbaldehyde), OS(=O)[O-].[Na+] (NaHSO3), CC=1C=CC(=CC1)S(=O)(=O)O (p-TSA). Run in CN(C(C)=O)C (N,N-dimethylacetamide). Reaction conditions: temperature 115 celsius. Yields the product CC1=NC=CC(=C1)C1=NC2=CC=C(C=C2C(N1)=O)CN1CCOCC1 (2-(2-methylpyridin-4-yl)-6-(morpholinomethyl)quinazolin-4(3H)-one). As a reaction SMILES: [NH2:1][C:2]1[CH:10]=[CH:9][C:8]([CH2:11][N:12]2[CH2:17][CH2:16][O:15][CH2:14][CH2:13]2)=[CH:7][C:3]=1[C:4]([NH2:6])=[O:5].[CH3:18][C:19]1[CH:24]=[C:23]([CH:25]=O)[CH:22]=[CH:21][N:20]=1.OS([O-])=O.[Na+].CC1C=CC(S(O)(=O)=O)=CC=1>CN(C)C(=O)C>[CH3:18][C:19]1[CH:24]=[C:23]([C:25]2[NH:6][C:4](=[O:5])[C:3]3[C:2](=[CH:10][CH:9]=[C:8]([CH2:11][N:12]4[CH2:13][CH2:14][O:15][CH2:16][CH2:17]4)[CH:7]=3)[N:1]=2)[CH:22]=[CH:21][N:20]=1 |f:2.3|. Reported procedure: To a solution of 2-amino-5-morpholin-4-ylmethyl-benzamide (0.58 g, 2.4 mmol) and 2-methyl-pyridine-4-carbaldehyde (0.3 g, 2.4 mmol) in N,N-dimethylacetamide (10 mL) were added NaHSO3 (58.5 wt %, 0.48 g, 2.7 mmol) and p-TSA (0.23 g, 1.2 mmol) and the reaction mixture was heated at 115° C. for 16 hours, and the solvent was removed under reduced pressure. The crude compound was purified by column chromatography (silica gel 230-400 mesh; eluting with 4% methanolic ammonia in dichloromethane) to give... Reactants: CC(=O)Nc1nc(C)c(-c2ccc(S(=O)(=O)Cl)s2)s1, C=CCN, CCN(C(C)C)C(C)C, ClCCl. Yields the product C=CCNS(=O)(=O)c1ccc(-c2sc(NC(C)=O)nc2C)s1. RXN SMILES: [C:1]([CH3:2])(=[O:3])[NH:4][c:5]1[s:6][c:7](-[c:11]2[cH:12][cH:13][c:14]([S:16](=[O:17])(=[O:18])[Cl:19])[s:15]2)[c:8]([CH3:10])[n:9]1.[CH2:20]([CH:21]=[CH2:22])[NH2:23].[CH:24]([N:25]([CH2:26][CH3:27])[CH:28]([CH3:29])[CH3:30])([CH3:31])[CH3:32].[Cl:33][CH2:34][Cl:35]>>[C:1]([CH3:2])(=[O:3])[NH:4][c:5]1[s:6][c:7](-[c:11]2[cH:12][cH:13][c:14]([S:16](=[O:17])(=[O:18])[NH:23][CH2:20][CH:21]=[CH2:22])[s:15]2)[c:8]([CH3:10])[n:9]1.